Dataset: the Open Reaction Database (ORD), a public repository of structured organic reaction records. Task: describe an organic reaction: reactants, conditions, products, and yield Procedure details: 5-(3-methyl-1,2,4-oxadiazol-5-yl)-1-(3-{(1S,5R)-1-[4-(trifluoromethyl)phenyl]-3-azabicyclo[3.1.0]hex-3-yl}propyl)-2,4(1H,3H)-pyrimidinedione (E33, 19 mg, 0.014 mmoles) was dissolved in DCM (1 mL) and 45 μL of HCl (as a 1.0M solution in diethylether) were added. The solution was evaporated under nitrogen stream and the residue was triturated with 0.5 mL of diethylether. Then diethylether was eliminated and the title compound (17 mg, 0.034 mmol) was obtained as a beige solid. Yields the product Cl.CC1=NOC(=N1)C=1C(NC(N(C1)CCCN1C[C@]2(C[C@H]2C1)C1=CC=C(C=C1)C(F)(F)F)=O)=O (5-(3-methyl-1,2,4-oxadiazol-5-yl)-1-(3-{(1S,5R)-1-[4-(trifluoromethyl)phenyl]-3-azabicyclo[3.1.0]hex-3-yl}propyl)-2,4(1H,3H)-pyrimidinedione hydrochloride). The solvent is C(C)OCC (diethylether), C(Cl)Cl (DCM). Reaction SMILES: [CH3:1][C:2]1[N:6]=[C:5]([C:7]2[C:8](=[O:33])[NH:9][C:10](=[O:32])[N:11]([CH2:13][CH2:14][CH2:15][N:16]3[CH2:21][C@H:20]4[C@:18]([C:22]5[CH:27]=[CH:26][C:25]([C:28]([F:31])([F:30])[F:29])=[CH:24][CH:23]=5)([CH2:19]4)[CH2:17]3)[CH:12]=2)[O:4][N:3]=1.[ClH:34]>C(Cl)Cl.C(OCC)C>[ClH:34].[CH3:1][C:2]1[N:6]=[C:5]([C:7]2[C:8](=[O:33])[NH:9][C:10](=[O:32])[N:11]([CH2:13][CH2:14][CH2:15][N:16]3[CH2:21][C@H:20]4[C@:18]([C:22]5[CH:27]=[CH:26][C:25]([C:28]([F:31])([F:30])[F:29])=[CH:24][CH:23]=5)([CH2:19]4)[CH2:17]3)[CH:12]=2)[O:4][N:3]=1 |f:4.5|. The reactants are Cl (HCl), solution, CC1=NOC(=N1)C=1C(NC(N(C1)CCCN1C[C@]2(C[C@H]2C1)C1=CC=C(C=C1)C(F)(F)F)=O)=O (5-(3-methyl-1,2,4-oxadiazol-5-yl)-1-(3-{(1S,5R)-1-[4-(trifluoromethyl)phenyl]-3-azabicyclo[3.1.0]hex-3-yl}propyl)-2,4(1H,3H)-pyrimidinedione). Starting materials: CC(C)(C)[O-], C1NC2CNC1C2, Fc1ccc(-n2ncnc2-c2cc3c(s2)-c2nc(Cl)ccc2OCC3)c(F)c1, N#N, C1COCCO1. Yields the product Fc1ccc(-n2ncnc2-c2cc3c(s2)-c2nc(N4CC5CC4CN5)ccc2OCC3)c(F)c1. RXN SMILES: [CH3:36][C:37]([CH3:38])([O-:39])[CH3:40].[CH:29]12[NH:30][CH2:31][CH:32]([NH:33][CH2:34]1)[CH2:35]2.[Cl:1][c:2]1[cH:3][cH:4][c:5]2[c:6]([n:28]1)-[c:7]1[s:8][c:9](-[c:15]3[n:16](-[c:20]4[c:21]([F:27])[cH:22][c:23]([F:26])[cH:24][cH:25]4)[n:17][cH:18][n:19]3)[cH:10][c:11]1[CH2:12][CH2:13][O:14]2.[N:41]#[N:42].[O:43]1[CH2:44][CH2:45][O:46][CH2:47][CH2:48]1>>[c:2]1([N:30]2[CH:29]3[CH2:34][NH:33][CH:32]([CH2:31]2)[CH2:35]3)[cH:3][cH:4][c:5]2[c:6]([n:28]1)-[c:7]1[s:8][c:9](-[c:15]3[n:16](-[c:20]4[c:21]([F:27])[cH:22][c:23]([F:26])[cH:24][cH:25]4)[n:17][cH:18][n:19]3)[cH:10][c:11]1[CH2:12][CH2:13][O:14]2. Starting materials: BrC1=C(C=CC2=CC=CC=C12)C (1-bromo-2-methylnaphthalene), C(C)(C)OB1OC(C(O1)(C)C)(C)C (2-isopropoxy-4,4,5,5-tetramethyl-1,3,2-dioxaborolane), BrCCBr (1,2-Dibromoethane), [Mg] (magnesium). The solvent is C1CCOC1 (THF), O (water). Run at time 10 minute. Yields the product CC1(OB(OC1(C)C)C1=C(C=CC2=CC=CC=C12)C)C (4,4,5,5-Tetramethyl-2-(2-methyl-1-naphthyl)-1,3,2-dioxaborolane). RXN SMILES: BrCCBr.[Mg].Br[C:7]1[C:16]2[C:11](=[CH:12][CH:13]=[CH:14][CH:15]=2)[CH:10]=[CH:9][C:8]=1[CH3:17].C(O[B:22]1[O:26][C:25]([CH3:28])([CH3:27])[C:24]([CH3:30])([CH3:29])[O:23]1)(C)C>C1COCC1.O>[CH3:29][C:24]1([CH3:30])[C:25]([CH3:28])([CH3:27])[O:26][B:22]([C:7]2[C:16]3[C:11](=[CH:12][CH:13]=[CH:14][CH:15]=3)[CH:10]=[CH:9][C:8]=2[CH3:17])[O:23]1. Procedure details: 1,2-Dibromoethane (˜0.3 ml) was added to 6.10 g (250 mmol) magnesium turnings in 1000 cm3 of THF. This mixture was stirred for 10 min, and then 55.3 g (250 mmol) of 1-bromo-2-methylnaphthalene was added for 1 h by vigorous stirring at room temperature for 3.5 h. Thereafter, 46.5 g (250 mmol) of 2-isopropoxy-4,4,5,5-tetramethyl-1,3,2-dioxaborolane was added in one portion. The resulting mixture was stirred for 15 minutes and then was poured into 1000 cm3 of cold water. The product was extracted w... Starting materials: Cc1cc(-n2ccnc2C)cc2ccc(=O)[nH]c12, O=C1CCC(=O)N1Cl, ClCCl. As a reaction SMILES: [CH3:1][c:2]1[n:3](-[c:7]2[cH:8][c:9]3[cH:10][cH:11][c:12](=[O:18])[nH:13][c:14]3[c:15]([CH3:17])[cH:16]2)[cH:4][cH:5][n:6]1.[Cl:19][N:20]1[C:21](=[O:22])[CH2:23][CH2:24][C:25]1=[O:26].[Cl:27][CH2:28][Cl:29]>>[CH3:1][c:2]1[n:3](-[c:7]2[cH:8][c:9]3[cH:10][cH:11][c:12](=[O:18])[nH:13][c:14]3[c:15]([CH3:17])[cH:16]2)[c:4]([Cl:19])[cH:5][n:6]1. The product is Cc1cc(-n2c(Cl)cnc2C)cc2ccc(=O)[nH]c12. Procedure details: A solution of 2-aminobenzaldehyde (0.969 g, 8 mmol) and pyridine (1.618 mL, 20.00 mmol) in benzene (8 mL) was stirred at 5° C. under a dry nitrogen atmosphere. A solution of chloroacetyl chloride (0.765 mL, 9.60 mmol) in benzene (4 mL) was added dropwise to the reaction mixture. When the addition was complete, the reaction mixture was allowed to warm to 20° C., then was stirred at that temperature for 15 minutes. The reaction mixture was then washed with water (3×20 mL). The combined aqueous lay... Reactants: ClCC(=O)Cl (chloroacetyl chloride), CCCCCC.CCOC(=O)C (hexane EtOAc), NC1=C(C=O)C=CC=C1 (2-aminobenzaldehyde), N1=CC=CC=C1 (pyridine). Reaction conditions: temperature 20 celsius, time 15 minute. The product is ClCC(=O)NC1=C(C=CC=C1)C=O (2-chloro-N-(2-formylphenyl)acetamide). The solvent is C1=CC=CC=C1 (benzene), C1CCOC1.CCOCC (THF Et2O), C1=CC=CC=C1 (benzene). Reaction SMILES: [NH2:1][C:2]1[CH:9]=[CH:8][CH:7]=[CH:6][C:3]=1[CH:4]=[O:5].N1C=CC=CC=1.[Cl:16][CH2:17][C:18](Cl)=[O:19].CCCCCC.CCOC(C)=O>C1C=CC=CC=1.C1COCC1.CCOCC>[Cl:16][CH2:17][C:18]([NH:1][C:2]1[CH:9]=[CH:8][CH:7]=[CH:6][C:3]=1[CH:4]=[O:5])=[O:19] |f:3.4,6.7|. As a reaction SMILES: [CH3:23][C:24]1([CH3:25])[C:26]([CH3:27])([CH3:28])[O:29][B:30]([c:31]2[cH:32][cH:33][c:34]([NH2:35])[cH:36][cH:37]2)[O:38]1.[CH3:50][O:51][CH2:52][CH2:53][O:54][CH3:55].[CH3:57][CH2:58][OH:59].[Cl:1][c:2]1[n:3][c:4]([N:16]2[CH:17]([CH3:22])[CH2:18][O:19][CH2:20][CH2:21]2)[cH:5][c:6]([C:8]([CH3:9])([CH3:10])[S:11](=[O:12])(=[O:13])[CH2:14][CH3:15])[n:7]1.[Na+:39].[Na+:40].[O-:41][C:42](=[O:43])[O-:44].[O:45]=[CH:46][N:47]([CH3:48])[CH3:49].[OH2:56].[Pd:60]([Cl:61])[Cl:62].[c:63]1([P:64]([c:65]2[cH:66][cH:67][cH:68][cH:69][cH:70]2)[c:71]2[cH:72][cH:73][cH:74][cH:75][cH:76]2)[cH:77][cH:78][cH:79][cH:80][cH:81]1.[c:82]1([P:83]([c:84]2[cH:85][cH:86][cH:87][cH:88][cH:89]2)[c:90]2[cH:91][cH:92][cH:93][cH:94][cH:95]2)[cH:96][cH:97][cH:98][cH:99][cH:100]1>>[c:2]1(-[c:31]2[cH:32][cH:33][c:34]([NH2:35])[cH:36][cH:37]2)[n:3][c:4]([N:16]2[CH:17]([CH3:22])[CH2:18][O:19][CH2:20][CH2:21]2)[cH:5][c:6]([C:8]([CH3:9])([CH3:10])[S:11](=[O:12])(=[O:13])[CH2:14][CH3:15])[n:7]1. Product: CCS(=O)(=O)C(C)(C)c1cc(N2CCOCC2C)nc(-c2ccc(N)cc2)n1. Reactants: CC1(C)OB(c2ccc(N)cc2)OC1(C)C, COCCOC, CCO, CCS(=O)(=O)C(C)(C)c1cc(N2CCOCC2C)nc(Cl)n1, [Na+], [Na+], O=C([O-])[O-], CN(C)C=O, O, Cl[Pd]Cl, c1ccc(P(c2ccccc2)c2ccccc2)cc1, c1ccc(P(c2ccccc2)c2ccccc2)cc1. The reactants are C(C)N1C=C(C(C2=CC(=C(C(=C12)F)F)F)=O)C(=O)O (1-ethyl-6,7,8-trifluoro-1,4-dihydro-4-oxoquinoline-3-carboxylic acid), N1C=NC=C1 (imidazole). Solvent: CN(C=O)C (dimethylformamide). Reaction conditions: temperature 100 celsius, time 1.25 hour. Product: C(C)N1C=C(C(C2=CC(=C(C(=C12)F)N1C=NC=C1)F)=O)C(=O)O (1-ethyl-6,8-difluoro-1,4-dihydro-7-(1-imidazolyl)-4-oxoquinoline-3-carboxylic acid). Isolated yield 48.1%. RXN SMILES: [CH2:1]([N:3]1[C:12]2[C:7](=[CH:8][C:9]([F:15])=[C:10](F)[C:11]=2[F:13])[C:6](=[O:16])[C:5]([C:17]([OH:19])=[O:18])=[CH:4]1)[CH3:2].[NH:20]1[CH:24]=[CH:23][N:22]=[CH:21]1>CN(C)C=O>[CH2:1]([N:3]1[C:12]2[C:7](=[CH:8][C:9]([F:15])=[C:10]([N:20]3[CH:24]=[CH:23][N:22]=[CH:21]3)[C:11]=2[F:13])[C:6](=[O:16])[C:5]([C:17]([OH:19])=[O:18])=[CH:4]1)[CH3:2]. Reported procedure: To 1-ethyl-6,7,8-trifluoro-1,4-dihydro-4-oxoquinoline-3-carboxylic acid (13.6 g) and imidazole (10.2 g) is added dimethylformamide (80 ml), and the mixture is stirred at 100° C. for 1.25 hour. The reaction mixture is cooled to room temperature, and the precipitated crystals are separated by filtration and washed with ethanol. The crude crystals thus obtained are recrystallized from dimethylformaide to give the title compound (7.7 g) as colorless needles. Melting point: 283°-288° C. (decomp. with... Starting materials: ClC=1C=C(C=O)C=CC1Cl (3,4-dichlorobenzaldehyde), C(C)(=O)C1=CC=CC=C1 (acetophenone). Yields the product ClC=1C=C(C=CC1Cl)C=CC(=O)C1=CC=CC=C1 (3-(3,4-dichlorophenyl)-1-phenylprop-2-en-1-one). Reaction SMILES: [Cl:1][C:2]1[CH:3]=[C:4]([CH:7]=[CH:8][C:9]=1[Cl:10])[CH:5]=O.[C:11]([C:14]1[CH:19]=[CH:18][CH:17]=[CH:16][CH:15]=1)(=[O:13])[CH3:12]>>[Cl:1][C:2]1[CH:3]=[C:4]([CH:5]=[CH:12][C:11]([C:14]2[CH:19]=[CH:18][CH:17]=[CH:16][CH:15]=2)=[O:13])[CH:7]=[CH:8][C:9]=1[Cl:10]. Reported procedure: By a procedure similar to that of example 1.59.1, starting from 3,4-dichlorobenzaldehyde and acetophenone, 3-(3,4-dichlorophenyl)-1-phenylprop-2-en-1-one was obtained as yellowish solid.